From a dataset of the Open Reaction Database (ORD), a public repository of structured organic reaction records. describe an organic reaction: reactants, conditions, products, and yield The reactants are OC1=CC=C(C=C1)NC(CCCCCC(=O)NC1=C(C=CC=C1)NC(OC(C)(C)C)=O)=O (tert-Butyl (2-(7-((4-hydroxyphenyl)amino)-7-oxoheptanamido)phenyl)carbamate). Solvent: CCOC(=O)C (EtOAc). Yields the product NC1=C(C=CC=C1)NC(CCCCCC(=O)NC1=CC=C(C=C1)O)=O (N1-(2-aminophenyl)-N7-(4-hydroxyphenyl)heptanediamide). Reaction SMILES: [OH:1][C:2]1[CH:7]=[CH:6][C:5]([NH:8][C:9](=[O:32])[CH2:10][CH2:11][CH2:12][CH2:13][CH2:14][C:15]([NH:17][C:18]2[CH:23]=[CH:22][CH:21]=[CH:20][C:19]=2[NH:24]C(=O)OC(C)(C)C)=[O:16])=[CH:4][CH:3]=1>CCOC(C)=O>[NH2:24][C:19]1[CH:20]=[CH:21][CH:22]=[CH:23][C:18]=1[NH:17][C:15](=[O:16])[CH2:14][CH2:13][CH2:12][CH2:11][CH2:10][C:9]([NH:8][C:5]1[CH:4]=[CH:3][C:2]([OH:1])=[CH:7][CH:6]=1)=[O:32]. Procedure: The solution of tert-Butyl (2-(7-((4-hydroxyphenyl)amino)-7-oxoheptanamido)phenyl)carbamate in EtOAc was stirred at 0° C. and bubbled with the gas of HCl for 20 min. The pH value of the solution was adjusted to 6 by saturated aqueous solution of Na2CO3. The aqueous phase was extracted with EtOAc (100 mL). The organic layers were combined and dried over Na2SO4 and then concentrated to give the crude product. The crude product was purified by flash chromatography SiO2 (EtOAc) to give desired compo...